This data is from the Open Reaction Database (ORD), a public repository of structured organic reaction records. The task is: describe an organic reaction: reactants, conditions, products, and yield Reactants: [OH-].[Na+] (sodium hydroxide), S(=O)(=O)([O-])[O-].[Mg+2] (magnesium sulfate), COC=1C=C(C(=O)N2CCC(CC2)CCN)C=CC1 (2-[1-(3-methoxybenzoyl)piperidin-4-yl]ethylamine), [H-].[Al+3].[Li+].[H-].[H-].[H-] (lithium aluminum hydride). Run in O (water), O (water), C(C)(=O)OCC (ethyl acetate), O1CCCC1 (tetrahydrofuran), O1CCCC1 (tetrahydrofuran). Run at temperature 0 celsius, time 30 minute. Yields the product COC=1C=C(CN2CCC(CC2)CCN)C=CC1 (2-[1-(3-methoxybenzyl)piperidin-4-yl]ethylamine). The yield is 42.3%. RXN SMILES: [CH3:1][O:2][C:3]1[CH:4]=[C:5]([CH:17]=[CH:18][CH:19]=1)[C:6]([N:8]1[CH2:13][CH2:12][CH:11]([CH2:14][CH2:15][NH2:16])[CH2:10][CH2:9]1)=O.[H-].[Al+3].[Li+].[H-].[H-].[H-].[OH-].[Na+].S([O-])([O-])(=O)=O.[Mg+2]>O1CCCC1.O.C(OCC)(=O)C>[CH3:1][O:2][C:3]1[CH:4]=[C:5]([CH:17]=[CH:18][CH:19]=1)[CH2:6][N:8]1[CH2:13][CH2:12][CH:11]([CH2:14][CH2:15][NH2:16])[CH2:10][CH2:9]1 |f:1.2.3.4.5.6,7.8,9.10|. Reported procedure: A solution of 2-[1-(3-methoxybenzoyl)piperidin-4-yl]ethylamine (4.5 g) in tetrahydrofuran (40 ml) was added dropwise to a suspension of lithium aluminum hydride (1.63 g) in tetrahydrofuran (50 ml) under refluxing. After 30 minutes, the mixture was cooled to 0° C., and ethyl acetate (5 ml), water (2 ml), 4N sodium hydroxide (4 ml), water (2 ml) and magnesium sulfate were added thereto successively. The resulting precipitates were removed out by filtration and the filtrate was evaporated in vacuo.... Starting materials: Cl (HCl), CC(C)(OC(=O)NC(C(=O)N[C@@H](C(=O)O)CC1=CNC2=CC=CC=C12)(C)C)C (α(R)-[[2-[[(1,1-dimethylethoxy)carbonyl]amino]-2,2-dimethyl-1-oxoethyl]amino]-1H-indole-3-propanoic acid), Cl.N1CCC2(CC1)C=CC1=CC=CC=C12 (spiro[1H-indene-1,4'-piperidine]hydrochloride), C=1C=CC2=C(C1)N=NN2O (HOBT), CN1CCOCC1 (N-methylmorpholine), C(CCl)Cl (EDC). Run in [Cl-].[Na+].O (brine), ClCCl (dichloromethane). Conditions: time 4 hour. The product is N1(CCC2(CC1)C=CC1=CC=CC=C12)C(=O)[C@@H](CC1=CNC2=CC=CC=C12)NC(C(C)(C)NC(=O)OC(C)(C)C)=O (N-[1(R)-[(spiro[1H-indene-1,4'-piperidin]-1'-yl)carbonyl]-2-(indol-3-yl)ethyl]-2-[[(1,1-dimethylethyloxy)carbonyl]amino ]-2-methylpropanamide). Yield: 87.9%. RXN SMILES: [CH3:1][C:2]([CH3:28])([O:4][C:5]([NH:7][C:8]([CH3:27])([CH3:26])[C:9]([NH:11][C@H:12]([CH2:16][C:17]1[C:25]2[C:20](=[CH:21][CH:22]=[CH:23][CH:24]=2)[NH:19][CH:18]=1)[C:13]([OH:15])=O)=[O:10])=[O:6])[CH3:3].Cl.[NH:30]1[CH2:35][CH2:34][C:33]2([C:43]3[C:38](=[CH:39][CH:40]=[CH:41][CH:42]=3)[CH:37]=[CH:36]2)[CH2:32][CH2:31]1.C1C=CC2N(O)N=NC=2C=1.CN1CCOCC1.C(Cl)CCl.Cl>ClCCl.[Cl-].[Na+].O>[N:30]1([C:13]([C@H:12]([NH:11][C:9](=[O:10])[C:8]([NH:7][C:5]([O:4][C:2]([CH3:3])([CH3:28])[CH3:1])=[O:6])([CH3:26])[CH3:27])[CH2:16][C:17]2[C:25]3[C:20](=[CH:21][CH:22]=[CH:23][CH:24]=3)[NH:19][CH:18]=2)=[O:15])[CH2:35][CH2:34][C:33]2([C:43]3[C:38](=[CH:39][CH:40]=[CH:41][CH:42]=3)[CH:37]=[CH:36]2)[CH2:32][CH2:31]1 |f:1.2,8.9.10|. Procedure details: To a stirred solution of α(R)-[[2-[[(1,1-dimethylethoxy)carbonyl]amino]-2,2-dimethyl-1-oxoethyl]amino]-1H-indole-3-propanoic acid (50 mg, 0.13 mmol), (Example 4, Step D) spiro[1H-indene-1,4'-piperidine]hydrochloride (28.5 mg, 0.13 mmol) (Chambers, M. et al, J. Med. Chem. 1992, 35, 2033-2039), HOBT (17.3 mg, 0.13 mmol) and N-methylmorpholine (14.1 μL, 0.13 mmol) in dichloromethane (5 mL) at room temperature was added EDC (49.3 mg, 0.26 mmol). The reaction mixture was stirred for four hours and po... Starting materials: B, COc1ccc2cnc3c(c2c1)NC(=O)CC3, C1CCOC1. Yields the product COc1ccc2cnc3c(c2c1)NCCC3. Reaction SMILES: [BH3:23].[CH3:1][O:2][c:3]1[cH:4][c:5]2[c:6]([cH:7][n:8][c:9]3[c:14]2[NH:13][C:12](=[O:15])[CH2:11][CH2:10]3)[cH:16][cH:17]1.[O:18]1[CH2:19][CH2:20][CH2:21][CH2:22]1>>[CH3:1][O:2][c:3]1[cH:4][c:5]2[c:6]([cH:7][n:8][c:9]3[c:14]2[NH:13][CH2:12][CH2:11][CH2:10]3)[cH:16][cH:17]1. Reactants: O1C(OCC1)C1=NC=CC(=C1N)C (2-(1,3-dioxolanyl)-4-methyl-3-aminopyridine), N(=O)[O-].[Na+] (NaNO2). The solvent is OS(=O)(=O)O (H2SO4), O (water). Conditions: temperature 0 celsius, time 15 minute. The product is OC=1C(=NC=CC1C)C=O (3-hydroxy-4-methyl-2-formylpyridine). Reaction SMILES: [O:1]1CCO[CH:2]1[C:6]1[C:11](N)=[C:10]([CH3:13])[CH:9]=[CH:8][N:7]=1.N([O-])=[O:15].[Na+]>OS(O)(=O)=O.O>[OH:15][C:11]1[C:6]([CH:2]=[O:1])=[N:7][CH:8]=[CH:9][C:10]=1[CH3:13] |f:1.2|. Reported procedure: To a solution of 2-(1,3-dioxolanyl)-4-methyl-3-aminopyridine (0.60 g, 3.3 mmol) in 15 mL of 10% H2SO4 at 0° C. (ice bath) with stirring was added dropwise a solution of NaNO2 (0.38 g, 5.5 mmol) in 3 mL of water. The mixture was stirred at 0° C. for 15 min and then heated in a steam-bath for 30 min. The resulting solution was evaporated at room temperature under reduced pressure to yield 3-hydroxy-4-methyl-2-formylpyridine as a syrup, which was dissolved in 15 mL of water, decolorized with charco... Starting materials: FC1=C2N(N=C1C=1C=NC=CC1)C=CN2C=2C=C(N)C=CC2C (3-[7-Fluoro-6-(pyridin-3-yl)-1H-imidazo[1,2-b]pyrazol-1-yl]-4-methylaniline), C(#N)C=1C=C(C(=O)O)C=C(C1)S(F)(F)(F)(F)F (3-Cyano-5-(pentafluoro-λ6-sulphanyl)benzoic acid). Yields the product C(#N)C=1C=C(C(=O)NC2=CC(=C(C=C2)C)N2C=CN3N=C(C(=C32)F)C=3C=NC=CC3)C=C(C1)S(F)(F)(F)(F)F (3-Cyano-N-{3-[7-fluoro-6-(pyridin-3-yl)-1H-imidazo[1,2-b]pyrazol-1-yl]-4-methylphenyl}-5-(pentafluoro-λ6-sulphanyl)benzamide). As a reaction SMILES: [F:1][C:2]1[C:6]([C:7]2[CH:8]=[N:9][CH:10]=[CH:11][CH:12]=2)=[N:5][N:4]2[CH:13]=[CH:14][N:15]([C:16]3[CH:17]=[C:18]([CH:20]=[CH:21][C:22]=3[CH3:23])[NH2:19])[C:3]=12.[C:24]([C:26]1[CH:27]=[C:28]([CH:32]=[C:33]([S:35]([F:40])([F:39])([F:38])([F:37])[F:36])[CH:34]=1)[C:29](O)=[O:30])#[N:25]>>[C:24]([C:26]1[CH:27]=[C:28]([CH:32]=[C:33]([S:35]([F:39])([F:40])([F:36])([F:37])[F:38])[CH:34]=1)[C:29]([NH:19][C:18]1[CH:20]=[CH:21][C:22]([CH3:23])=[C:16]([N:15]2[C:3]3[N:4]([N:5]=[C:6]([C:7]4[CH:8]=[N:9][CH:10]=[CH:11][CH:12]=4)[C:2]=3[F:1])[CH:13]=[CH:14]2)[CH:17]=1)=[O:30])#[N:25]. Procedure: Analogously to the process described in Example 126, 60 mg (0.195 mmol) of the compound of Example 83A and 53 mg (0.195 mmol) of the compound of Example 23A gave 61 mg (55% of theory) of the title compound. The product obtained from the preparative HPLC purification was dissolved in a little methanol and passed through a bicarbonate cartridge (from Polymerlabs, Stratospheres SPE, PL-HCO3 MP SPE, capacity 0.9 mmol). After concentration of the eluate, the residue was dried under high vacuum. Reactants: Cc1nc2sccn2c1C(=O)NCC1CC2CC2N1, Cc1nc(C(=O)O)c(-c2ccc(F)cc2)s1. Product: Cc1nc(C(=O)N2C(CNC(=O)c3c(C)nc4sccn34)CC3CC32)c(-c2ccc(F)cc2)s1. RXN SMILES: [CH:1]12[NH:2][CH:3]([CH2:7][NH:8][C:9](=[O:10])[c:11]3[c:12]([CH3:19])[n:13][c:14]4[s:15][cH:16][cH:17][n:18]34)[CH2:4][CH:5]1[CH2:6]2.[F:20][c:21]1[cH:22][cH:23][c:24](-[c:27]2[c:28]([C:33](=[O:34])[OH:35])[n:29][c:30]([CH3:32])[s:31]2)[cH:25][cH:26]1>>[CH:1]12[N:2]([C:33]([c:28]3[c:27](-[c:24]4[cH:23][cH:22][c:21]([F:20])[cH:26][cH:25]4)[s:31][c:30]([CH3:32])[n:29]3)=[O:34])[CH:3]([CH2:7][NH:8][C:9](=[O:10])[c:11]3[c:12]([CH3:19])[n:13][c:14]4[s:15][cH:16][cH:17][n:18]34)[CH2:4][CH:5]1[CH2:6]2. Reactants: O=CNc1cccc(-n2c(CO)nnc2Cc2ccccc2)c1C(=O)c1ccccc1Cl, O=C1NC(=O)c2ccccc21, CCOC(=O)N=NC(=O)OCC, C1CCOC1, c1ccc(P(c2ccccc2)c2ccccc2)cc1. Product: O=CNc1cccc(-n2c(Cc3ccccc3)nnc2CN2C(=O)c3ccccc3C2=O)c1C(=O)c1ccccc1Cl. As a reaction SMILES: [CH:1](=[O:2])[NH:3][c:4]1[cH:5][cH:6][cH:7][c:8](-[n:19]2[c:20]([CH2:31][OH:32])[n:21][n:22][c:23]2[CH2:24][c:25]2[cH:26][cH:27][cH:28][cH:29][cH:30]2)[c:9]1[C:10](=[O:11])[c:12]1[c:13]([Cl:18])[cH:14][cH:15][cH:16][cH:17]1.[O:33]=[C:34]1[NH:35][C:36](=[O:37])[c:38]2[cH:39][cH:40][cH:41][cH:42][c:43]21.[O:63]=[C:64]([O:65][CH2:66][CH3:67])[N:68]=[N:69][C:70]([O:71][CH2:72][CH3:73])=[O:74].[O:75]1[CH2:76][CH2:77][CH2:78][CH2:79]1.[c:44]1([P:45]([c:46]2[cH:47][cH:48][cH:49][cH:50][cH:51]2)[c:52]2[cH:53][cH:54][cH:55][cH:56][cH:57]2)[cH:58][cH:59][cH:60][cH:61][cH:62]1>>[CH:1](=[O:2])[NH:3][c:4]1[cH:5][cH:6][cH:7][c:8](-[n:19]2[c:20]([CH2:31][N:35]3[C:34](=[O:33])[c:43]4[c:38]([cH:39][cH:40][cH:41][cH:42]4)[C:36]3=[O:37])[n:21][n:22][c:23]2[CH2:24][c:25]2[cH:26][cH:27][cH:28][cH:29][cH:30]2)[c:9]1[C:10](=[O:11])[c:12]1[c:13]([Cl:18])[cH:14][cH:15][cH:16][cH:17]1.